Dataset: the Open Reaction Database (ORD), a public repository of structured organic reaction records. Task: describe an organic reaction: reactants, conditions, products, and yield Reactants: CCCC(=O)C1(c2ccccc2)CCNCC1, CCN=C=NCCCN(C)C, CN(C)c1ccncc1, ClCCl, O=C(O)c1ccc2[nH]ccc2c1. The product is CCCC(=O)C1(c2ccccc2)CCN(C(=O)c2ccc3[nH]ccc3c2)CC1. RXN SMILES: [C:13]([CH2:14][CH2:15][CH3:16])(=[O:17])[C:18]1([c:24]2[cH:25][cH:26][cH:27][cH:28][cH:29]2)[CH2:19][CH2:20][NH:21][CH2:22][CH2:23]1.[CH3:30][CH2:31][N:32]=[C:33]=[N:34][CH2:35][CH2:36][CH2:37][N:38]([CH3:39])[CH3:40].[CH3:44][N:45]([c:46]1[cH:47][cH:48][n:49][cH:50][cH:51]1)[CH3:52].[Cl:41][CH2:42][Cl:43].[nH:1]1[cH:2][cH:3][c:4]2[cH:5][c:6]([C:10](=[O:11])[OH:12])[cH:7][cH:8][c:9]12>>[nH:1]1[cH:2][cH:3][c:4]2[cH:5][c:6]([C:10](=[O:12])[N:21]3[CH2:20][CH2:19][C:18]([C:13]([CH2:14][CH2:15][CH3:16])=[O:17])([c:24]4[cH:25][cH:26][cH:27][cH:28][cH:29]4)[CH2:23][CH2:22]3)[cH:7][cH:8][c:9]12. Reactants: O=C(F)F, O=C=Nc1ccc(Cl)c(C(F)(F)F)c1, F. Product: O=C(F)Nc1ccc(Cl)c(C(F)(F)F)c1. RXN SMILES: [C:16]([F:17])([F:18])=[O:19].[Cl:1][c:2]1[c:3]([C:11]([F:12])([F:13])[F:14])[cH:4][c:5]([N:8]=[C:9]=[O:10])[cH:6][cH:7]1.[FH:15]>>[Cl:1][c:2]1[c:3]([C:11]([F:12])([F:13])[F:14])[cH:4][c:5]([NH:8][C:9](=[O:10])[F:18])[cH:6][cH:7]1. The reactants are CC1C(=O)NC1Cc1ccccc1, O=C=NCc1ccccc1, C1CCOC1, C[Si](C)(C)[N-][Si](C)(C)C, CCOC(C)=O, [Li+]. Yields the product CC1C(=O)N(C(=O)NCc2ccccc2)C1Cc1ccccc1. As a reaction SMILES: [CH2:1]([c:2]1[cH:3][cH:4][cH:5][cH:6][cH:7]1)[CH:8]1[CH:9]([CH3:13])[C:10](=[O:12])[NH:11]1.[CH2:24]([c:25]1[cH:26][cH:27][cH:28][cH:29][cH:30]1)[N:31]=[C:32]=[O:33].[CH2:34]1[O:35][CH2:36][CH2:37][CH2:38]1.[CH3:14][Si:15]([N-:16][Si:17]([CH3:18])([CH3:19])[CH3:20])([CH3:21])[CH3:22].[CH3:39][CH2:40][O:41][C:42]([CH3:43])=[O:44].[Li+:23]>>[CH2:1]([c:2]1[cH:3][cH:4][cH:5][cH:6][cH:7]1)[CH:8]1[CH:9]([CH3:13])[C:10](=[O:12])[N:11]1[C:32]([NH:31][CH2:24][c:25]1[cH:26][cH:27][cH:28][cH:29][cH:30]1)=[O:33]. Starting materials: C=C(CC)CCC1(O)COCCOC1, ClCCl, O=C(OO)c1cccc(Cl)c1. Product: CCC1(CO)CCC2(COCCOC2)O1. As a reaction SMILES: [CH2:12]=[C:13]([CH2:14][CH2:15][C:16]1([OH:23])[CH2:17][O:18][CH2:19][CH2:20][O:21][CH2:22]1)[CH2:24][CH3:25].[CH2:26]([Cl:27])[Cl:28].[OH:1][O:2][C:3]([c:4]1[cH:5][c:6]([Cl:7])[cH:8][cH:9][cH:10]1)=[O:11]>>[OH:1][CH2:12][C:13]1([CH2:24][CH3:25])[CH2:14][CH2:15][C:16]2([CH2:17][O:18][CH2:19][CH2:20][O:21][CH2:22]2)[O:23]1. The reactants are C1CCOC1, O=C1CCC(=O)N1Br, CCOC(=O)Cc1ccsc1. Yields the product CCOC(=O)Cc1ccsc1Br. Reaction SMILES: [CH2:20]1[O:21][CH2:22][CH2:23][CH2:24]1.[O:12]=[C:13]1[N:14]([Br:19])[C:15](=[O:16])[CH2:17][CH2:18]1.[s:1]1[cH:2][c:3]([CH2:6][C:7](=[O:8])[O:9][CH2:10][CH3:11])[cH:4][cH:5]1>>[s:1]1[c:2]([Br:19])[c:3]([CH2:6][C:7](=[O:8])[O:9][CH2:10][CH3:11])[cH:4][cH:5]1.